Dataset: the Open Reaction Database (ORD), a public repository of structured organic reaction records. Task: describe an organic reaction: reactants, conditions, products, and yield Starting materials: ClC=1C=C(C=CC1)N=C=S (3-chlorophenyl isothiocyanate), N#CN.[Na] (monosodium cyanamide), CI (methyl iodide). Run in C(C)O (ethanol), C(C)O (ethanol). Conditions: time 2 hour. Yields the product ClC=1C=C(C=CC1)NC(SC)=NC#N (N-(3-chlorophenyl)-N'-cyano-S-methylisothiourea). Reaction SMILES: [Cl:1][C:2]1[CH:3]=[C:4]([N:8]=[C:9]=[S:10])[CH:5]=[CH:6][CH:7]=1.[N:11]#[C:12][NH2:13].[Na].[CH3:15]I>C(O)C>[Cl:1][C:2]1[CH:3]=[C:4]([NH:8][C:9](=[N:11][C:12]#[N:13])[S:10][CH3:15])[CH:5]=[CH:6][CH:7]=1 |f:1.2,^1:13|. Procedure: Ten grams (59 mmol) of 3-chlorophenyl isothiocyanate and 4.15 g (65 mmol) of monosodium cyanamide are mixed in 100 cm3 of absolute ethanol and kept boiling for 2 hours. After elimination of the solvent, the resulting solid residue is washed with 100 cm3 of ethyl ether. The compound is then suspended in a solution of 4.8 cm3 (77 mmol) of methyl iodide in 50 cm3 of ethanol. The mixture is then left at ambient temperature for 20 hours. The final precipitate is filtered and washed with water (2×50 c... The reactants are [Li]CCCC (n-BuLi), CC(=O)C1=CC(=CC=C1)Cl (3-chloroacetophenone), C(C)#N (acetonitrile). Run in C1CCOC1 (THF), C1CCOC1 (THF), C1CCOC1 (THF). Run at temperature -78 celsius, time 1 hour. Product: ClC=1C=C(C=CC1)C(CC#N)(C)O (3-(3-chlorophenyl)-3-hydroxybutanenitrile). RXN SMILES: [Li]CCCC.[C:6](#[N:8])[CH3:7].[CH3:9][C:10]([C:12]1[CH:17]=[CH:16][CH:15]=[C:14]([Cl:18])[CH:13]=1)=[O:11]>C1COCC1>[Cl:18][C:14]1[CH:13]=[C:12]([C:10]([OH:11])([CH3:9])[CH2:7][C:6]#[N:8])[CH:17]=[CH:16][CH:15]=1. Procedure details: Dry THF (15 mL) was cooled to −78° C. and 2.5M n-BuLi (5.18 mL, 2.0 equiv.) was added. A solution of acetonitrile (680 μL, 2.0 equiv.) in dry THF (2 mL) was added dropwise over 2 min. The mixture was stirred at −78° C. for 1 h. A solution of 3-chloroacetophenone (835 μL, 6.468 mmol) in dry THF (2 mL) was added dropwise over 2 min. 30 min. The mixture was stirred at −78° C. for 30 min. and was warmed to rt slowly. After being stirred at rt for 15 min., the mixture was quenched with water (10 mL),... Starting materials: CN(C)C=O, Cc1c(O)c(C(=O)O)nn(C)c1=O, O=P(Cl)(Cl)Cl. The product is Cc1c(Cl)c(C(=O)O)nn(C)c1=O. As a reaction SMILES: [O:19]=[CH:20][N:21]([CH3:22])[CH3:23].[OH:1][c:2]1[c:3]([C:11](=[O:12])[OH:13])[n:4][n:5]([CH3:10])[c:6](=[O:9])[c:7]1[CH3:8].[P:14]([Cl:15])([Cl:16])([Cl:17])=[O:18]>>[c:2]1([Cl:16])[c:3]([C:11](=[O:12])[OH:13])[n:4][n:5]([CH3:10])[c:6](=[O:9])[c:7]1[CH3:8]. Starting materials: C[O-], CO, [Cu], Nc1ccc(I)cn1, [Na+], Sc1ccccc1. Product: Nc1ccc(Sc2ccccc2)cn1. Reaction SMILES: [CH3:16][O-:17].[CH3:20][OH:21].[Cu:19].[NH2:1][c:2]1[n:3][cH:4][c:5]([I:8])[cH:6][cH:7]1.[Na+:18].[SH:9][c:10]1[cH:11][cH:12][cH:13][cH:14][cH:15]1>>[NH2:1][c:2]1[n:3][cH:4][c:5]([S:9][c:10]2[cH:11][cH:12][cH:13][cH:14][cH:15]2)[cH:6][cH:7]1. Reactants: C(C1=CC=CC=C1)N1CCC2=CC(=CC=C12)O (1-benzylindolin-5-ol), C1OC=2C=C(C=CC2O1)N=C=O (3,4-(methylenedioxy)phenylisocyanate), Example 2 ( 2 ). Yields the product O1COC2=C1C=CC(=C2)NC(OC=2C=C1CCN(C1=CC2)CC2=CC=CC=C2)=O (1-benzylindolin-5-yl 5-benzo[d][1,3]dioxolylcarbamate), solid. The yield is 34.0%. RXN SMILES: [CH2:1]([N:8]1[C:16]2[C:11](=[CH:12][C:13]([OH:17])=[CH:14][CH:15]=2)[CH2:10][CH2:9]1)[C:2]1[CH:7]=[CH:6][CH:5]=[CH:4][CH:3]=1.[CH2:18]1[O:26][C:25]2[CH:24]=[CH:23][C:22]([N:27]=[C:28]=[O:29])=[CH:21][C:20]=2[O:19]1>>[O:26]1[C:25]2[CH:24]=[CH:23][C:22]([NH:27][C:28](=[O:29])[O:17][C:13]3[CH:12]=[C:11]4[C:16](=[CH:15][CH:14]=3)[N:8]([CH2:1][C:2]3[CH:3]=[CH:4][CH:5]=[CH:6][CH:7]=3)[CH2:9][CH2:10]4)=[CH:21][C:20]=2[O:19][CH2:18]1. Reported procedure: The title compound was synthesized from 1-benzylindolin-5-ol (35.0 mg, 0.155 mmol) using the same procedure employed for Example 2 (2), but with 3,4-(methylenedioxy)phenylisocyanate instead of 4-isopropylphenylisocyanate. The product was obtained as a white solid (21.6 mg, 34%) having the following characteristics. The reactants are FC1=CC=C(C=C1)CCC(=O)C1=CC(=C(N1)C)C (5-[3-(4-fluorphenyl)propionyl)-2,3-dimethylpyrrole), BrCC=C (3-bromo-1-propene). The product is FC1=CC=C(C=C1)CCC(=O)C1=CC(=C(N1CC=C)C)C (5-[3-(4-Fluorophenyl)propionyl]-2,3-dimethyl-1-(2-propenyl)pyrrole). The yield is 60.3%. As a reaction SMILES: [F:1][C:2]1[CH:7]=[CH:6][C:5]([CH2:8][CH2:9][C:10]([C:12]2[NH:16][C:15]([CH3:17])=[C:14]([CH3:18])[CH:13]=2)=[O:11])=[CH:4][CH:3]=1.Br[CH2:20][CH:21]=[CH2:22]>>[F:1][C:2]1[CH:3]=[CH:4][C:5]([CH2:8][CH2:9][C:10]([C:12]2[N:16]([CH2:22][CH:21]=[CH2:20])[C:15]([CH3:17])=[C:14]([CH3:18])[CH:13]=2)=[O:11])=[CH:6][CH:7]=1. Procedure: The title compound was prepared as a pale yellow oil in 60.3% yield in a similar procedure to that described in Referential Example 97 by using. -5-[3-(4-fluorphenyl)propionyl)-2,3-dimethylpyrrole and 3-bromo-1-propene.